From a dataset of the Open Reaction Database (ORD), a public repository of structured organic reaction records. describe an organic reaction: reactants, conditions, products, and yield Starting materials: C#Cc1cc(NC(=O)Nc2ccc(C(=O)OCC)c(F)c2)cc2c1OC(C)(C)CC2(C)C, CO, [Li+], C1CCOC1, [OH-], O. Yields the product C#Cc1cc(NC(=O)Nc2ccc(C(=O)O)c(F)c2)cc2c1OC(C)(C)CC2(C)C. Reaction SMILES: [CH2:1]([CH3:2])[O:3][C:4]([c:5]1[c:6]([F:31])[cH:7][c:8]([NH:11][C:12](=[O:13])[NH:14][c:15]2[cH:16][c:17]3[c:22]([c:23]([C:25]#[CH:26])[cH:24]2)[O:21][C:20]([CH3:27])([CH3:28])[CH2:19][C:18]3([CH3:29])[CH3:30])[cH:9][cH:10]1)=[O:32].[CH3:35][OH:36].[Li+:33].[O:37]1[CH2:38][CH2:39][CH2:40][CH2:41]1.[OH-:34].[OH2:42]>>[O:3]=[C:4]([c:5]1[c:6]([F:31])[cH:7][c:8]([NH:11][C:12](=[O:13])[NH:14][c:15]2[cH:16][c:17]3[c:22]([c:23]([C:25]#[CH:26])[cH:24]2)[O:21][C:20]([CH3:27])([CH3:28])[CH2:19][C:18]3([CH3:29])[CH3:30])[cH:9][cH:10]1)[OH:32]. The reactants are CS(=O)(=O)c1cc(Br)cs1, CC1(C)OB(C(=CC2CCCC2)CO)OC1(C)C, [Cs+], [F-]. The product is CS(=O)(=O)c1cc(C(=CC2CCCC2)CO)cs1. RXN SMILES: [Br:19][c:20]1[cH:21][c:22]([S:25](=[O:26])(=[O:27])[CH3:28])[s:23][cH:24]1.[CH:1]1([CH:6]=[C:7]([CH2:8][OH:9])[B:10]2[O:11][C:12]([CH3:13])([CH3:14])[C:15]([CH3:16])([CH3:17])[O:18]2)[CH2:2][CH2:3][CH2:4][CH2:5]1.[Cs+:30].[F-:29]>>[CH:1]1([CH:6]=[C:7]([CH2:8][OH:9])[c:20]2[cH:21][c:22]([S:25](=[O:26])(=[O:27])[CH3:28])[s:23][cH:24]2)[CH2:2][CH2:3][CH2:4][CH2:5]1. Reactants: C(C)(C)(C)OC(=O)N1C(SCC1)C(=O)O (3-tert.-butoxycarbonyl-thiazolidine-2-carboxylic acid), N,N'-carbonyl-diimidazole, NC1=CC=C(C=C1)C=1C(CC(NN1)=O)C (6-(4-aminophenyl)-5-methyl-4,5-dihydro-3(2H)-pyridazinone). Run in O1CCCC1 (tetrahydrofuran). Reaction conditions: time 18 hour. Yields the product C(C)(C)(C)OC(=O)N1C(SCC1)C(=O)NC1=CC=C(C=C1)C=1C(CC(NN1)=O)C (6-(4-(3-tert.-Butoxycarbonyl-thiazolidin-2-yl-carbonyl-amino)-phenyl)-5-methyl-4,5-dihydro-3(2H)-pyridazinone). Reaction SMILES: [C:1]([O:5][C:6]([N:8]1[CH2:12][CH2:11][S:10][CH:9]1[C:13]([OH:15])=O)=[O:7])([CH3:4])([CH3:3])[CH3:2].[NH2:16][C:17]1[CH:22]=[CH:21][C:20]([C:23]2[CH:24]([CH3:30])[CH2:25][C:26](=[O:29])[NH:27][N:28]=2)=[CH:19][CH:18]=1>O1CCCC1>[C:1]([O:5][C:6]([N:8]1[CH2:12][CH2:11][S:10][CH:9]1[C:13]([NH:16][C:17]1[CH:22]=[CH:21][C:20]([C:23]2[CH:24]([CH3:30])[CH2:25][C:26](=[O:29])[NH:27][N:28]=2)=[CH:19][CH:18]=1)=[O:15])=[O:7])([CH3:2])([CH3:3])[CH3:4]. Procedure details: 7.5 g (0.032 mole) of 3-tert.-butoxycarbonyl-thiazolidine-2-carboxylic acid and 5.2 g (0.032 mole) of N,N'-carbonyl-diimidazole are heated under reflux in 50 ml of tetrahydrofuran for 15 minutes. After addition of 6.1 g (0.03 mole) of 6-(4-aminophenyl)-5-methyl-4,5-dihydro-3(2H)-pyridazinone, the mixture is stirred at room temperature for 18 hours and concentrated and the residue is crystallised with ethyl acetate. Reactants: CS(=O)(=O)C=1C=C(C=CC1)C1=CC=CC=2N1N=C(N2)NC2=CC=C(C=O)C=C2 (4-(5-(3-(methylsulfonyl)phenyl)-[1,2,4]triazolo[1,5-a]pyridin-2-ylamino)benzaldehyde), [BH4-].[Na+] (sodium borohydride). Run in O1CCCC1 (tetrahydrofuran). Run at time 3 hour. The product is CS(=O)(=O)C=1C=C(C=CC1)C1=CC=CC=2N1N=C(N2)NC2=CC=C(C=C2)CO ((4-(5-(3-(methylsulfonyl)phenyl)-[1,2,4]triazolo[1,5-a]pyridin-2-ylamino)phenyl)methanol). Yield: 66.1%. RXN SMILES: [CH3:1][S:2]([C:5]1[CH:6]=[C:7]([C:11]2[N:16]3[N:17]=[C:18]([NH:20][C:21]4[CH:28]=[CH:27][C:24]([CH:25]=[O:26])=[CH:23][CH:22]=4)[N:19]=[C:15]3[CH:14]=[CH:13][CH:12]=2)[CH:8]=[CH:9][CH:10]=1)(=[O:4])=[O:3].[BH4-].[Na+]>O1CCCC1>[CH3:1][S:2]([C:5]1[CH:6]=[C:7]([C:11]2[N:16]3[N:17]=[C:18]([NH:20][C:21]4[CH:22]=[CH:23][C:24]([CH2:25][OH:26])=[CH:27][CH:28]=4)[N:19]=[C:15]3[CH:14]=[CH:13][CH:12]=2)[CH:8]=[CH:9][CH:10]=1)(=[O:4])=[O:3] |f:1.2|. Procedure details: To a solution of 4-(5-(3-(methylsulfonyl)phenyl)-[1,2,4]triazolo[1,5-a]pyridin-2-ylamino)benzaldehyde (450 mg, 1.15 mmol) in tetrahydrofuran was added sodium borohydride (22 mg, 0.57 mmol) at 24° C. After 3 hr, the reaction mixture filtered through Celite. The solvent was removed in vacuo to provided the crude product which was purified by preparative thin layer chromatography to afford the desired product (300 mg, 67% yield). LCMS (ESI) m/z: 395.1. Starting materials: CC#N, Clc1nccnc1Cl, [K+], [K+], O=C([O-])[O-], NCCOc1ccccc1. Product: Clc1nccnc1NCCOc1ccccc1. Reaction SMILES: [CH3:25][C:26]#[N:27].[Cl:11][c:12]1[n:13][cH:14][cH:15][n:16][c:17]1[Cl:18].[K+:19].[K+:20].[O-:21][C:22]([O-:23])=[O:24].[O:1]([c:2]1[cH:3][cH:4][cH:5][cH:6][cH:7]1)[CH2:8][CH2:9][NH2:10]>>[O:1]([c:2]1[cH:3][cH:4][cH:5][cH:6][cH:7]1)[CH2:8][CH2:9][NH:10][c:17]1[c:12]([Cl:11])[n:13][cH:14][cH:15][n:16]1. The reactants are NC1=NC(=C(C(=C1C#N)C1=CC=C(C=C1)OC[C@H](CO)O)C#N)SCC=1N=C(OC1)C1=CC=C(C=C1)Cl (2-Amino-6-({[2-(4-chlorophenyl)-1,3-oxazol-4-yl]methyl}sulfanyl)-4-(4-{[(2S)-2,3-dihydroxypropyl]oxy}phenyl)pyridine-3,5-dicarbonitrile), N(=O)OCCC(C)C (isopentyl nitrite), Cl (hydrochloric acid). Reagents/catalysts: [Cu](Cl)Cl (copper(II) chloride). Run in C(C)#N (acetonitrile). Reaction conditions: temperature 60 celsius, time 3 hour. Yields the product ClC1=NC(=C(C(=C1C#N)C1=CC=C(C=C1)OC[C@H](CO)O)C#N)SCC=1N=C(OC1)C1=CC=C(C=C1)Cl (2-Chloro-6-({[2-(4-chlorophenyl)-1,3-oxazol-4-yl]methyl}thio)-4-(4-{[(2S)-2,3-dihydroxypropyl]oxy}phenyl)pyridine-3,5-dicarbonitrile). As a reaction SMILES: N(OCCC(C)C)=O.N[C:10]1[C:15]([C:16]#[N:17])=[C:14]([C:18]2[CH:23]=[CH:22][C:21]([O:24][CH2:25][C@@H:26]([OH:29])[CH2:27][OH:28])=[CH:20][CH:19]=2)[C:13]([C:30]#[N:31])=[C:12]([S:32][CH2:33][C:34]2[N:35]=[C:36]([C:39]3[CH:44]=[CH:43][C:42]([Cl:45])=[CH:41][CH:40]=3)[O:37][CH:38]=2)[N:11]=1.[ClH:46]>C(#N)C.[Cu](Cl)Cl>[Cl:46][C:10]1[C:15]([C:16]#[N:17])=[C:14]([C:18]2[CH:23]=[CH:22][C:21]([O:24][CH2:25][C@@H:26]([OH:29])[CH2:27][OH:28])=[CH:20][CH:19]=2)[C:13]([C:30]#[N:31])=[C:12]([S:32][CH2:33][C:34]2[N:35]=[C:36]([C:39]3[CH:40]=[CH:41][C:42]([Cl:45])=[CH:43][CH:44]=3)[O:37][CH:38]=2)[N:11]=1. Procedure: 171 mg (1.46 mmol) of isopentyl nitrite and 196 mg (1.46 mmol) of copper(II) chloride were initially charged in 18 ml of acetonitrile. 389 mg (0.73 mmol) of the compound from Example 40A were added, and the mixture was then stirred at 60° C. for 3 h. After cooling to RT, 20 ml of 1N hydrochloric acid were added. The aqueous phase was extracted twice with in each case 30 ml of ethyl acetate. The combined organic phases were dried over magnesium sulfate. The solvent was removed, and the product wa... The reactants are ClC1=C(C=CC(=C1)F)OCCOC (2-chloro-4-fluoro-1-(2-methoxy-ethoxy)-benzene), C(CCC)[Li] (n-butyllithium), O (water), CN(C=O)C (N,N-dimethylformamide). Run in O1CCCC1 (tetrahydrofuran). Run at time 15 minute. The product is ClC1=C(C=O)C(=CC=C1OCCOC)F (2-chloro-6-fluoro-3-(2-methoxy-ethoxy)-benzaldehyde). As a reaction SMILES: [Cl:1][C:2]1[CH:7]=[C:6]([F:8])[CH:5]=[CH:4][C:3]=1[O:9][CH2:10][CH2:11][O:12][CH3:13].C([Li])CCC.CN(C)[CH:21]=[O:22].O>O1CCCC1>[Cl:1][C:2]1[C:3]([O:9][CH2:10][CH2:11][O:12][CH3:13])=[CH:4][CH:5]=[C:6]([F:8])[C:7]=1[CH:21]=[O:22]. Procedure: To 2-chloro-4-fluoro-1-(2-methoxy-ethoxy)-benzene (122, 1.50 g, 7.33 mmol) in tetrahydrofuran (44.0 mL), under an atmosphere of nitrogen at −78° C., n-butyllithium (2.50 M in hexane, 3.08 mL) was added slowly. After 15 minutes, N,N-dimethylformamide (0.681 mL, 8.80 mmol) was added to the reaction. After 30 minutes, the reaction was allowed to warm to room temperature. The reaction was poured into water and extracted with ethyl acetate. The organic layer was dried over anhydrous sodium sulfate an... The reactants are N1=CC=C(C=C1)N1CCC(CC1)COC1=CC=C2CCN(CC2=C1)C(N)=S (7-[1-(Pyridin-4-yl)piperidin-4-ylmethoxy]-1,2,3,4-tetrahydroisoquinoline-2-carbothioamide), Cl.C(C)O (hydrogen chloride ethanol), CI (methyl iodide). Solvent: CO (methanol). Reaction conditions: temperature 60 celsius, time 2 hour. Yields the product CSC(=N)N1CC2=CC(=CC=C2CC1)OCC1CCN(CC1)C1=CC=NC=C1 (7-[1-(Pyridin-4-yl)piperidin-4-ylmethoxy]-1,2,3,4-tetrahydroisoquinoline-2-carbothioimidic Acid Methyl Ester). As a reaction SMILES: [N:1]1[CH:6]=[CH:5][C:4]([N:7]2[CH2:12][CH2:11][CH:10]([CH2:13][O:14][C:15]3[CH:24]=[C:23]4[C:18]([CH2:19][CH2:20][N:21]([C:25](=[S:27])[NH2:26])[CH2:22]4)=[CH:17][CH:16]=3)[CH2:9][CH2:8]2)=[CH:3][CH:2]=1.Cl.[CH2:29](O)C.CI>CO>[CH3:29][S:27][C:25]([N:21]1[CH2:20][CH2:19][C:18]2[C:23](=[CH:24][C:15]([O:14][CH2:13][CH:10]3[CH2:9][CH2:8][N:7]([C:4]4[CH:5]=[CH:6][N:1]=[CH:2][CH:3]=4)[CH2:12][CH2:11]3)=[CH:16][CH:17]=2)[CH2:22]1)=[NH:26] |f:1.2|. Procedure details: 7-[1-(Pyridin-4-yl)piperidin-4-ylmethoxy]-1,2,3,4-tetrahydroisoquinoline-2-carbothioamide (200 mg) was treated with hydrogen chloride—ethanol solution. To a suspension of the obtained residue in methanol (6 ml) was added methyl iodide (0.1 ml), and the mixture was stirred at 60° C. for 2 hours. After completion of the reaction, the solvent was evaporated and the obtained residue was dissolved in water and ethanol and neutralized with ion-exchange resin (IRA-410). This was filtrated and the filtr... As a reaction SMILES: [CH3:1][C:2]([CH3:3])([O-:4])[CH3:5].[CH3:34][S:35](=[O:36])[CH3:37].[CH3:7][O:8][c:9]1[n:10][c:11]([NH:16][C:17](=[O:18])[NH:19][S:20](=[O:21])(=[O:22])[c:23]2[c:24]([C:25](=[O:26])[O:27][CH3:28])[cH:29][cH:30][cH:31][cH:32]2)[n:12][c:13]([CH3:15])[n:14]1.[K+:6].[OH2:33]>>[CH3:7][O:8][c:9]1[n:10][c:11]([NH:16][C:17](=[O:18])[NH:19][S:20](=[O:21])(=[O:22])[c:23]2[c:24]([C:25](=[O:26])[OH:27])[cH:29][cH:30][cH:31][cH:32]2)[n:12][c:13]([CH3:15])[n:14]1. Reactants: CC(C)(C)[O-], CS(C)=O, COC(=O)c1ccccc1S(=O)(=O)NC(=O)Nc1nc(C)nc(OC)n1, [K+], O. Product: COc1nc(C)nc(NC(=O)NS(=O)(=O)c2ccccc2C(=O)O)n1. Starting materials: C(C)OC=C(C(=O)OCC)C(C1=C(C(=C(C(=C1)F)F)Cl)F)=O (ethyl 3-ethoxy-2-(3-chloro-2,4,5-trifluorobenzoyl)acrylate), ClC=1C(=C(C(=O)CC(=O)OCC)C=C(C1F)F)F (ethyl 3-chloro-2,4,5-trifluorobenzoylacetate), NC1=NC(=C(C=C1F)F)NC (2-amino-3,5-difluoro-6-(methylamino)pyridine). The solvent is C(Cl)(Cl)Cl (chloroform). Conditions: temperature 90 celsius, time 10 minute. The product is ClC=1C(=C(C=C2C(C(=CN(C12)C1=NC(=C(C=C1F)F)NC)C(=O)OCC)=O)F)F (ethyl 8-chloro-6,7-difluoro-1-(3,5-difluoro-6-methylaminopyridin-2-yl)-4-oxo-1,4-dihydroquinoline-3-carboxylate). As a reaction SMILES: C(O[CH:4]=[C:5]([C:11](=[O:22])[C:12]1[CH:17]=[C:16]([F:18])[C:15]([F:19])=[C:14]([Cl:20])[C:13]=1F)[C:6]([O:8][CH2:9][CH3:10])=[O:7])C.ClC1C(F)=C(C=C(F)C=1F)C(CC(OCC)=O)=O.[NH2:41][C:42]1[C:47]([F:48])=[CH:46][C:45]([F:49])=[C:44]([NH:50][CH3:51])[N:43]=1>C(Cl)(Cl)Cl>[Cl:20][C:14]1[C:15]([F:19])=[C:16]([F:18])[CH:17]=[C:12]2[C:13]=1[N:41]([C:42]1[C:47]([F:48])=[CH:46][C:45]([F:49])=[C:44]([NH:50][CH3:51])[N:43]=1)[CH:4]=[C:5]([C:6]([O:8][CH2:9][CH3:10])=[O:7])[C:11]2=[O:22]. Reported procedure: To 5 ml of chloroform solution of ethyl 3-ethoxy-2-(3-chloro-2,4,5-trifluorobenzoyl)acrylate prepared from 0.70 g of ethyl 3-chloro-2,4,5-trifluorobenzoylacetate by normal process was added 430 mg of 2-amino-3,5-difluoro-6-(methylamino)pyridine. The solution was concentrated under reduced pressure. To the residue were added 0.3 g of anhydrous potassium carbonate and 2 ml of N,N-dimethyl-formamide, and the mixture was stirred at 90° C. for 10 minutes and allowed to cool. The solution was separate...